This data is from the Open Reaction Database (ORD), a public repository of structured organic reaction records. The task is: describe an organic reaction: reactants, conditions, products, and yield Conditions: time 1 hour. The reactants are C(C=1C(C#N)=CC=CC1)#N (phthalonitrile), N (ammonia), N (ammonia), ( XV ), C[O-].[Na+] (sodium methoxide). Product: N=C1NC(C2=CC=CC=C12)=N (Diiminoisoindoline). Procedure: To 180 ml of methanol were fed 20 g of a phthalonitrile represented by the formula (XV) and 14 g of sodium methoxide. The mixture was stirred at room temperature for 1 hour while blowing ammonia gas thereinto and, then, refluxed with heating for 3 hours with stirring while blowing ammonia gas thereinto. After being cooled to room temperature, the resulting mixture was concentrated as much as possible. The concentrate was dissolved in 700 ml of chloroform and was washed well with water and with h... Isolated yield 91.7%. The solvent is CO (methanol). RXN SMILES: [C:1](#[N:10])[C:2]1[C:3](=[CH:6][CH:7]=[CH:8][CH:9]=1)[C:4]#[N:5].C[O-].[Na+].[NH3:14]>CO>[NH:5]=[C:4]1[C:3]2[C:2](=[CH:9][CH:8]=[CH:7][CH:6]=2)[C:1](=[NH:14])[NH:10]1 |f:1.2|. Starting materials: C(C)N(C(=O)NC=1C(=NN(C1)C1OCCCC1)C1=NC2=C(N1)C=C(C(=C2)F)N2CCOCC2)CC (1,1-diethyl-3-[3-(5-fluoro-6-morpholin-4-yl-1H-benzimidazol-2-yl)-1-(tetrahydropyran-2-yl)-1H-pyrazol-4-yl]urea), FC(C(=O)O)(F)F (trifluoroacetic acid). The solvent is ClCCl (dichloromethane). Conditions: time 48 hour. The product is C(C)N(C(=O)NC=1C(=NNC1)C1=NC2=C(N1)C=C(C(=C2)F)N2CCOCC2)CC (1,1-diethyl-3-[3-(5-fluoro-6-morpholin-4-yl-1H-benzimidazol-2-yl)-1H-pyrazol-4-yl]urea). Isolated yield 62.4%. Reaction SMILES: [CH2:1]([N:3]([CH2:34][CH3:35])[C:4]([NH:6][C:7]1[C:8]([C:18]2[NH:22][C:21]3[CH:23]=[C:24]([N:28]4[CH2:33][CH2:32][O:31][CH2:30][CH2:29]4)[C:25]([F:27])=[CH:26][C:20]=3[N:19]=2)=[N:9][N:10](C2CCCCO2)[CH:11]=1)=[O:5])[CH3:2].FC(F)(F)C(O)=O>ClCCl>[CH2:34]([N:3]([CH2:1][CH3:2])[C:4]([NH:6][C:7]1[C:8]([C:18]2[NH:22][C:21]3[CH:23]=[C:24]([N:28]4[CH2:29][CH2:30][O:31][CH2:32][CH2:33]4)[C:25]([F:27])=[CH:26][C:20]=3[N:19]=2)=[N:9][NH:10][CH:11]=1)=[O:5])[CH3:35]. Reported procedure: A solution of 95 mg of 1,1-diethyl-3-[3-(5-fluoro-6-morpholin-4-yl-1H-benzimidazol-2-yl)-1-(tetrahydropyran-2-yl)-1H-pyrazol-4-yl]urea in 3 mL of dichloromethane, to which 750 μL of trifluoroacetic acid are added, is stirred at ambient temperature for 48 hours. The reaction medium is concentrated to dryness and then purified by preparative LC/MS: injection of the product in 2.5 mL of DMSO, elution with a gradient of 5% to 95% of acetonitrile in water, containing respectively 0.07% of TFA, in 12 ... Starting materials: C1CCOC1, Cl, NC(=O)c1ccc(CCC2OCCO2)cc1. Yields the product NC(=O)c1ccc(CCC=O)cc1. Reaction SMILES: [CH2:18]1[O:19][CH2:20][CH2:21][CH2:22]1.[ClH:17].[O:1]1[CH:2]([CH2:6][CH2:7][c:8]2[cH:9][cH:10][c:11]([C:12](=[O:13])[NH2:14])[cH:15][cH:16]2)[O:5][CH2:4][CH2:3]1>>[O:1]=[CH:2][CH2:6][CH2:7][c:8]1[cH:9][cH:10][c:11]([C:12](=[O:13])[NH2:14])[cH:15][cH:16]1.